Dataset: the Open Reaction Database (ORD), a public repository of structured organic reaction records. Task: describe an organic reaction: reactants, conditions, products, and yield Starting materials: CNC(=O)C1CC(N(C1)CC1=CC=CC=C1)=O (N-Methyl-(1-benzyl-2-oxo-4-pyrrolidinyl)carboxamide), [Li] (lithium), [H-].[Al+3].[H-].[H-] (aluminum hydride). Product: C(C1=CC=CC=C1)N1CC(CC1)CNC (N-{[1-(Benzyl)-3-pyrrolidinyl]methyl}-N-methylamine). RXN SMILES: [CH3:1][NH:2][C:3]([CH:5]1[CH2:9][N:8]([CH2:10][C:11]2[CH:16]=[CH:15][CH:14]=[CH:13][CH:12]=2)[C:7](=O)[CH2:6]1)=O.[Li].[H-].[Al+3].[H-].[H-]>>[CH2:10]([N:8]1[CH2:7][CH2:6][CH:5]([CH2:3][NH:2][CH3:1])[CH2:9]1)[C:11]1[CH:16]=[CH:15][CH:14]=[CH:13][CH:12]=1 |f:2.3.4.5,^1:17|. Reported procedure: 40 g of the compound obtained in stage A is reduced by means of 13.1 g of lithium and aluminum hydride. Reactants: FC(C1=C(C=O)C=CC=C1)(F)F (2-(trifluoromethyl)benzaldehyde), Cl.S1C(=NC=C1)C(N)=N (thiazole-2-carboximidamide hydrochloride), O=C(CC(=O)OCC)C (ethyl 3-oxobutanoate), C(C)(=O)[O-].[Na+] (sodium acetate). The solvent is C(C)O (ethanol). Reaction conditions: temperature 80 celsius. Product: CC1=C(C(N=C(N1)C=1SC=CN1)C1=C(C=CC=C1)C(F)(F)F)C(=O)OCC (Ethyl 6-methyl-2-(thiazol-2-yl)-4-(2-(trifluoromethyl)phenyl)-1,4-dihydropyrimidine-5-carboxylate). Isolated yield 63.8%. Reaction SMILES: [F:1][C:2]([F:12])([F:11])[C:3]1[CH:10]=[CH:9][CH:8]=[CH:7][C:4]=1[CH:5]=O.Cl.[S:14]1[CH:18]=[CH:17][N:16]=[C:15]1[C:19](=[NH:21])[NH2:20].O=[C:23]([CH3:30])[CH2:24][C:25]([O:27][CH2:28][CH3:29])=[O:26].C([O-])(=O)C.[Na+]>C(O)C>[CH3:30][C:23]1[NH:20][C:19]([C:15]2[S:14][CH:18]=[CH:17][N:16]=2)=[N:21][CH:5]([C:4]2[CH:7]=[CH:8][CH:9]=[CH:10][C:3]=2[C:2]([F:12])([F:11])[F:1])[C:24]=1[C:25]([O:27][CH2:28][CH3:29])=[O:26] |f:1.2,4.5|. Procedure: A mixture of 2-(trifluoromethyl)benzaldehyde (8.7 g, 50 mmol), thiazole-2-carboximidamide hydrochloride (8.2 g, 50 mmol), ethyl 3-oxobutanoate (7.8 g, 60 mmol) and sodium acetate (5.33 g, 65 mmol) in ethanol (90 mL) was refluxed at 80° C. for 12 hours under N2. The resulting mixture was filtered and the filtrate was concentrated in vacuo. The residue was purified by a silica gel column chromatography (PETROLEUM ETHER/EtOAc (V/V)=3/1) to give the title compound as a yellow solid (12.62 g, 64%). T... Reactants: CO, CC(=O)[O-], Cl, NNC(N)=O, [Na+], O, O=Cc1c(O)c(O)cc2ccccc12. Yields the product NC(=O)NN=Cc1c(O)c(O)cc2ccccc12. Reaction SMILES: [CH3:27][OH:28].[CH3:8][C:9](=[O:10])[O-:11].[ClH:1].[NH2:2][NH:3][C:4](=[O:5])[NH2:6].[Na+:7].[OH2:26].[OH:12][c:13]1[c:14]([CH:24]=[O:25])[c:15]2[cH:16][cH:17][cH:18][cH:19][c:20]2[cH:21][c:22]1[OH:23]>>[N:2]([NH:3][C:4](=[O:5])[NH2:6])=[CH:24][c:14]1[c:13]([OH:12])[c:22]([OH:23])[cH:21][c:20]2[c:15]1[cH:16][cH:17][cH:18][cH:19]2. Reactants: O=C1NOC(=C1)[C@H]1C[C@H](N(CC1)C(=O)OC)C1=CC(=C(C(=C1)F)F)F ((2S,4R)-methyl 4-(3-oxo-2,3-dihydroisoxazol-5-yl)-2-(3,4,5-trifluorophenyl)piperidine-1-carboxylate), Br (hydrogen bromide). Conditions: time 8 hour. Yields the product FC=1C=C(C=C(C1F)F)[C@H]1NCC[C@H](C1)C1=CC(NO1)=O (5-((2S,4R)-2-(3,4,5-trifluorophenyl)piperidin-4-yl)isoxazol-3(2H)-one). The yield is 63.3%. As a reaction SMILES: [O:1]=[C:2]1[CH:6]=[C:5]([C@@H:7]2[CH2:12][CH2:11][N:10](C(OC)=O)[C@H:9]([C:17]3[CH:22]=[C:21]([F:23])[C:20]([F:24])=[C:19]([F:25])[CH:18]=3)[CH2:8]2)[O:4][NH:3]1.Br>>[F:25][C:19]1[CH:18]=[C:17]([C@@H:9]2[CH2:8][C@H:7]([C:5]3[O:4][NH:3][C:2](=[O:1])[CH:6]=3)[CH2:12][CH2:11][NH:10]2)[CH:22]=[C:21]([F:23])[C:20]=1[F:24]. Reported procedure: (2S,4R)-methyl 4-(3-oxo-2,3-dihydroisoxazol-5-yl)-2-(3,4,5-trifluorophenyl)piperidine-1-carboxylate (160 mg, 0.45 mmol) (from example 60, step 3) was dissolved in hydrogen bromide (33% in acetic acid, 3.54 mL, 20.21 mmol) and the mixture was stirred at room temperature overnight. The solvent was evaporated and the residue purified by preparative HPLC (Instrument: FractionLynx II, Mobilphase: gradient 5-95% MeCN in 0.2% NH3, pH 10, Column: Xbridge Prep C18 5 μm OBD 19*150 mm) to yield 5-((2S,4R)-... The reactants are CN(CCN(C(C)=O)C1=NC=C(C=C1)Cl)C (N-(2-dimethylaminoethyl)-N-(5-chloro-2-pyridyl)acetamide), Cl (hydrochloric acid). Yields the product CN(CCNC1=NC=C(C=C1)Cl)C (2-(2-Dimethylaminoethylamino)-5-chloropyridine). As a reaction SMILES: [CH3:1][N:2]([CH3:16])[CH2:3][CH2:4][N:5]([C:9]1[CH:14]=[CH:13][C:12]([Cl:15])=[CH:11][N:10]=1)C(=O)C.Cl>>[CH3:1][N:2]([CH3:16])[CH2:3][CH2:4][NH:5][C:9]1[CH:14]=[CH:13][C:12]([Cl:15])=[CH:11][N:10]=1. Procedure details: A solution of N-(2-dimethylaminoethyl)-N-(5-chloro-2-pyridyl)acetamide (45.5 g, 0.19 mole) in 200 ml of 6 N-hydrochloric acid is stirred at reflux for 16 hours. The excess hydrochloric acid is removed by evaporation under reduced pressure. The oily residue is treated with excess 10 N sodium hydroxide and the product is extracted into ether. The ether extract is dried, filtered and evaporated under reduced pressure. The residual oil is purified by distillation, b.p. 106°-111° at 0.7 mm n25D 1.556...